This data is from the Open Reaction Database (ORD), a public repository of structured organic reaction records. The task is: describe an organic reaction: reactants, conditions, products, and yield The product is CC=CC(C#N)(c1ccccc1)c1ccccc1. Reactants: C1CCNC1, CC(Br)CC(C#N)(c1ccccc1)c1ccccc1. RXN SMILES: [CH2:20]1[CH2:21][NH:22][CH2:23][CH2:24]1.[c:1]1([C:7]([C:8]#[N:9])([CH2:10][CH:11]([CH3:12])[Br:13])[c:14]2[cH:15][cH:16][cH:17][cH:18][cH:19]2)[cH:2][cH:3][cH:4][cH:5][cH:6]1>>[c:1]1([C:7]([C:8]#[N:9])([CH:10]=[CH:11][CH3:12])[c:14]2[cH:15][cH:16][cH:17][cH:18][cH:19]2)[cH:2][cH:3][cH:4][cH:5][cH:6]1. Reactants: [N+](=O)([O-])C=1C=C(C=CC1Cl)C (3-nitro-4-chlorotoluene), C(#N)CC(=O)OCC1=CC=CC=C1 (benzyl cyanoacetate), C([O-])([O-])=O.[K+].[K+] (potassium carbonate), aqueous solution, Cl (HCl). The solvent is CN(C)C=O (DMF), O (water), CCOCC (ether), CN(C)C=O (DMF). Reaction conditions: temperature 70 celsius, time 24 hour. Yields the product C(#N)C(C(=O)OCC1=CC=CC=C1)C1=C(C=C(C=C1)C)[N+](=O)[O-] (benzyl 2-cyano-2-(2-nitro-4-methylphenyl)ethanoate). Yield: 75.0%. As a reaction SMILES: [C:1]([CH2:3][C:4]([O:6][CH2:7][C:8]1[CH:13]=[CH:12][CH:11]=[CH:10][CH:9]=1)=[O:5])#[N:2].C(=O)([O-])[O-].[K+].[K+].[N+:20]([C:23]1[CH:24]=[C:25]([CH3:30])[CH:26]=[CH:27][C:28]=1Cl)([O-:22])=[O:21].Cl>CN(C=O)C.O.CCOCC>[C:1]([CH:3]([C:28]1[CH:27]=[CH:26][C:25]([CH3:30])=[CH:24][C:23]=1[N+:20]([O-:22])=[O:21])[C:4]([O:6][CH2:7][C:8]1[CH:13]=[CH:12][CH:11]=[CH:10][CH:9]=1)=[O:5])#[N:2] |f:1.2.3|. Reported procedure: benzyl cyanoacetate (3.50 g; 20 mmol) is added to a suspension of potassium carbonate (6.08 g; 44 mmol) in 5 mL of DMF. The carbonate is washed with 2 mL of DMF. A solution of 3-nitro-4-chlorotoluene (3.41 g, 20 mmol) in 5 mL of DMF is added and the resulting reaction mixture is stirred at 70° C. for 24 hours. After cooling down to ambient temperature, it is treated with a 5N aqueous solution of HCl (12.5 mL). The mixture is divided between ether (100 mL) and water (50 mL) then the organic phase... Reactants: COC(=O)C1=CC2=CC=C(C=C2C=C1)OC1CCC2(CC1)CCCCC2 (6-(Spiro[5.5]undec-3-yloxy)-naphthalene-2-carboxylic acid methyl ester), O1CCCC1 (tetrahydrofuran), [AlH4-].[Li+] (lithium tetrahydroaluminate), O1CCCC1 (tetrahydrofuran). Reaction SMILES: C[O:2][C:3]([C:5]1[CH:14]=[CH:13][C:12]2[C:7](=[CH:8][CH:9]=[C:10]([O:15][CH:16]3[CH2:21][CH2:20][C:19]4([CH2:26][CH2:25][CH2:24][CH2:23][CH2:22]4)[CH2:18][CH2:17]3)[CH:11]=2)[CH:6]=1)=O.O1CCCC1.[AlH4-].[Li+]>>[CH2:20]1[C:19]2([CH2:22][CH2:23][CH2:24][CH2:25][CH2:26]2)[CH2:18][CH2:17][CH:16]([O:15][C:10]2[CH:11]=[C:12]3[C:7](=[CH:8][CH:9]=2)[CH:6]=[C:5]([CH2:3][OH:2])[CH:14]=[CH:13]3)[CH2:21]1 |f:2.3|. Reported procedure: To a solution of 6-(Spiro[5.5]undec-3-yloxy)-naphthalene-2-carboxylic acid methyl ester (0.374 g, 0.00106 mol) in tetrahydrofuran (10 mL, 0.1 mol) was added 1.0 M of lithium tetrahydroaluminate in tetrahydrofuran (3.18 mL, 0.00318 mol) at 0° C. The reaction was then allowed to warm to room temperature while stirring for 2 h, Rochele's salt was then added and stirred the resulting mixture was stirred at room temperature for 1 h. After extraction with ethyl acetate, and solvent removal under vacuu... Run at time 2 hour. Product: C1CC(CCC12CCCCC2)OC=2C=C1C=CC(=CC1=CC2)CO ((6-(spiro[5.5]undecan-3-yloxy)naphthalen-2-yl)methanol), solid. The yield is 83.0%. Starting materials: CC(C)(C)OC(=O)Cn1ccc2c(O)cccc21, CCCCP(CCCC)CCCC, Cc1nc(-c2ccc(C(F)(F)F)cc2)sc1CCCO. The product is Cc1nc(-c2ccc(C(F)(F)F)cc2)sc1CCCOc1cccc2c1ccn2CC(=O)OC(C)(C)C. RXN SMILES: [C:1]([CH3:2])([CH3:3])([CH3:4])[O:5][C:6]([CH2:7][n:8]1[cH:9][cH:10][c:11]2[c:12]([OH:17])[cH:13][cH:14][cH:15][c:16]12)=[O:18].[CH2:39]([P:40]([CH2:41][CH2:42][CH2:43][CH3:44])[CH2:45][CH2:46][CH2:47][CH3:48])[CH2:49][CH2:50][CH3:51].[CH3:19][c:20]1[n:21][c:22](-[c:29]2[cH:30][cH:31][c:32]([C:35]([F:36])([F:37])[F:38])[cH:33][cH:34]2)[s:23][c:24]1[CH2:25][CH2:26][CH2:27][OH:28]>>[C:1]([CH3:2])([CH3:3])([CH3:4])[O:5][C:6]([CH2:7][n:8]1[cH:9][cH:10][c:11]2[c:12]([O:17][CH2:27][CH2:26][CH2:25][c:24]3[c:20]([CH3:19])[n:21][c:22](-[c:29]4[cH:30][cH:31][c:32]([C:35]([F:36])([F:37])[F:38])[cH:33][cH:34]4)[s:23]3)[cH:13][cH:14][cH:15][c:16]12)=[O:18]. Reactants: O=C(NC(Cc1ccccc1)C(=O)O)OCc1ccccc1, CCN=C=NCCCN(C)C, COCCO, Cl, CN(C)C=O, On1nnc2ccccc21. The product is COCCOC(=O)C(Cc1ccccc1)NC(=O)OCc1ccccc1. As a reaction SMILES: [C:1](=[O:2])([O:3][CH2:4][c:5]1[cH:6][cH:7][cH:8][cH:9][cH:10]1)[NH:11][CH:12]([CH2:13][c:14]1[cH:15][cH:16][cH:17][cH:18][cH:19]1)[C:20](=[O:21])[OH:22].[CH3:34][N:35]([CH3:36])[CH2:37][CH2:38][CH2:39][N:40]=[C:41]=[N:42][CH2:43][CH3:44].[CH3:45][O:46][CH2:47][CH2:48][OH:49].[ClH:33].[O:50]=[CH:51][N:52]([CH3:53])[CH3:54].[OH:23][n:24]1[c:25]2[c:26]([cH:27][cH:28][cH:29][cH:30]2)[n:31][n:32]1>>[C:1](=[O:2])([O:3][CH2:4][c:5]1[cH:6][cH:7][cH:8][cH:9][cH:10]1)[NH:11][CH:12]([CH2:13][c:14]1[cH:15][cH:16][cH:17][cH:18][cH:19]1)[C:20]([O:21][CH2:48][CH2:47][O:46][CH3:45])=[O:22]. Starting materials: C(C)(C)(C)OC(=O)N1C[C@H]2CC3=CC=C(N=C3N2[C@@H](C1)C)COCCO ((4R,9aR)-6-(2-hydroxy-ethoxymethyl)-4-methyl-3,4,9,9a-tetrahydro-1H-2,4a,5-triaza-fluorene-2-carboxylic acid tert-butyl ester), C(C)(C)(C)OC(=O)N1C[C@H]2CC3=CC=C(N=C3N2[C@@H](C1)C)COCCO ((4R,9aR)-6-(2-hydroxy-ethoxymethyl)-4-methyl-3,4,9,9a-tetrahydro-1H-2,4a,5-triaza-fluorene-2-carboxylic acid tert-butyl ester), C(CCC)[Li] (n-butyllithium), COCC(C)=O (methoxy-2-propanone). Product: C(C)(C)(C)OC(=O)N1C[C@H]2CC3=CC=C(N=C3N2[C@@H](C1)C)C(COC)(C)O ((4R,9aR)-6-(1-(RS)-Hydroxy-2-methoxy-1-methyl-ethyl)-4-methyl-3,4,9,9a-tetrahydro-1H-2,4a,5-triaza-fluorene-2-carboxylic acid tert-butyl ester). As a reaction SMILES: [C:1]([O:5][C:6]([N:8]1[CH2:20][C@@H:19]([CH3:21])[N:18]2[C@H:10]([CH2:11][C:12]3[C:17]2=[N:16][C:15](COCCO)=[CH:14][CH:13]=3)[CH2:9]1)=[O:7])([CH3:4])([CH3:3])[CH3:2].C([Li])CCC.[CH3:32][O:33][CH2:34][C:35](=[O:37])[CH3:36]>>[C:1]([O:5][C:6]([N:8]1[CH2:20][C@@H:19]([CH3:21])[N:18]2[C@H:10]([CH2:11][C:12]3[C:17]2=[N:16][C:15]([C:35]([OH:37])([CH3:36])[CH2:34][O:33][CH3:32])=[CH:14][CH:13]=3)[CH2:9]1)=[O:7])([CH3:3])([CH3:4])[CH3:2]. Procedure: This compound was prepared in analogy to Example 51, intermediate, from (4R,9aR)-6-bromo-4-methyl-3,4,9,9a-tetrahydro-1H-2,4a,5-triaza-fluorene-2-carboxylic acid tert-butyl ester (Example 5, intermediate b), n-butyllithium and methoxy-2-propanone.